describe an organic reaction: reactants, conditions, products, and yield From a dataset of the Open Reaction Database (ORD), a public repository of structured organic reaction records. The product is CCOC(=O)c1ccc(OCC2CC(F)CN2C(=O)Cc2ccc(NC(=O)Nc3ccccc3C)c(OC)c2)c(OC)c1. RXN SMILES: [CH3:1][O:2][c:3]1[cH:4][c:5]([CH2:20][C:21]([O:23][c:22]2[c:24]([F:25])[c:26]([F:27])[c:28]([F:29])[c:30]([F:31])[c:32]2[F:33])=[O:34])[cH:6][cH:7][c:8]1[NH:9][C:10](=[O:11])[NH:12][c:13]1[c:14]([CH3:19])[cH:15][cH:16][cH:17][cH:18]1.[CH3:61][CH2:62][O:63][C:64]([CH3:65])=[O:66].[F:35][CH:36]1[CH2:37][CH:38]([CH2:41][O:42][c:43]2[c:44]([O:54][CH3:55])[cH:45][c:46]([C:47](=[O:48])[O:49][CH2:50][CH3:51])[cH:52][cH:53]2)[NH:39][CH2:40]1.[O:56]=[CH:57][N:58]([CH3:59])[CH3:60]>>[CH3:1][O:2][c:3]1[cH:4][c:5]([CH2:20][C:21](=[O:23])[N:39]2[CH:38]([CH2:41][O:42][c:43]3[c:44]([O:54][CH3:55])[cH:45][c:46]([C:47](=[O:48])[O:49][CH2:50][CH3:51])[cH:52][cH:53]3)[CH2:37][CH:36]([F:35])[CH2:40]2)[cH:6][cH:7][c:8]1[NH:9][C:10](=[O:11])[NH:12][c:13]1[c:14]([CH3:19])[cH:15][cH:16][cH:17][cH:18]1. Starting materials: COc1cc(CC(=O)Oc2c(F)c(F)c(F)c(F)c2F)ccc1NC(=O)Nc1ccccc1C, CCOC(C)=O, CCOC(=O)c1ccc(OCC2CC(F)CN2)c(OC)c1, CN(C)C=O. The reactants are C1CCCC2CCCCC12 (decahydronaphthalene), C1CCCC2CCCCC12 (decahydronaphthalene), C1(=CC=CC=C1)SC=1C(=NC(=CC1)SC1=CC=CC=C1)C(=O)O (3,6-bis(phenylthio)-2-pyridinecarboxylic acid). Solvent: Cl (HCl). Reaction conditions: time 1 hour. Product: C1(=CC=CC=C1)SC1=NC=C(C=C1)SC1=CC=CC=C1 (2,5-bis(phenylthio)pyridine). Yield: 83.4%. As a reaction SMILES: C1C2C(CCCC2)CCC1.[C:11]1([S:17][C:18]2[C:19](C(O)=O)=[N:20][C:21]([S:24][C:25]3[CH:30]=[CH:29][CH:28]=[CH:27][CH:26]=3)=[CH:22][CH:23]=2)[CH:16]=[CH:15][CH:14]=[CH:13][CH:12]=1>Cl>[C:25]1([S:24][C:21]2[CH:22]=[CH:23][C:18]([S:17][C:11]3[CH:16]=[CH:15][CH:14]=[CH:13][CH:12]=3)=[CH:19][N:20]=2)[CH:30]=[CH:29][CH:28]=[CH:27][CH:26]=1. Procedure details: In a reaction flask was placed 100 ml of decahydronaphthalene which was then heated to 190° C. To the decahydronaphthalene was added 3,6-bis(phenylthio)-2-pyridinecarboxylic acid (51 g) in small portions. Heating was continued for 1 hour. After cooling, 60 ml of 6 N HCl was added resulting in the formation of a solid. The solid was collected and made alkaline with NaOH and extracted with diethyl ether. The organic layer was dried, concentrated and distilled using a Kugelrohr apparatus to give 37... Reaction SMILES: [C:13]([c:14]1[nH:15][cH:16][cH:17][n:18]1)([c:19]1[nH:20][cH:21][cH:22][n:23]1)=[O:24].[CH2:48]1[O:49][CH2:50][CH2:51][CH2:52]1.[CH3:25][O:26][c:27]1[cH:28][c:29]([CH:33]([CH2:34][NH2:35])[CH2:36][CH2:37][CH2:38][CH2:39][CH2:40][CH2:41][c:42]2[cH:43][cH:44][cH:45][cH:46][cH:47]2)[cH:30][cH:31][cH:32]1.[Cl:1][c:2]1[cH:3][n:4][cH:5][c:6]([Cl:12])[c:7]1[CH2:8][C:9](=[O:10])[OH:11]>>[Cl:1][c:2]1[cH:3][n:4][cH:5][c:6]([Cl:12])[c:7]1[CH2:8][C:9](=[O:11])[NH:35][CH2:34][CH:33]([c:29]1[cH:28][c:27]([O:26][CH3:25])[cH:32][cH:31][cH:30]1)[CH2:36][CH2:37][CH2:38][CH2:39][CH2:40][CH2:41][c:42]1[cH:43][cH:44][cH:45][cH:46][cH:47]1. Reactants: O=C(c1ncc[nH]1)c1ncc[nH]1, C1CCOC1, COc1cccc(C(CN)CCCCCCc2ccccc2)c1, O=C(O)Cc1c(Cl)cncc1Cl. The product is COc1cccc(C(CCCCCCc2ccccc2)CNC(=O)Cc2c(Cl)cncc2Cl)c1. Reactants: FC1=CC=C(C=CC(=O)C2=CC=C(C=C2)CCCC(=O)OC)C=C1 (methyl 4-[4-(4-fluorocinnamoyl)phenyl]butyrate). Reagents/catalysts: [Pd] (palladium on carbon). Run in CO (methanol). Reaction conditions: time 4 hour. Product: FC1=CC=C(C=C1)CCC(O)C1=CC=C(C=C1)CCCC(=O)OC (Methyl 4-[4-[3-(4-Fluorophenyl)-1-hydroxypropyl]phenyl]butyrate). Yield: 61.4%. RXN SMILES: [F:1][C:2]1[CH:24]=[CH:23][C:5]([CH:6]=[CH:7][C:8]([C:10]2[CH:15]=[CH:14][C:13]([CH2:16][CH2:17][CH2:18][C:19]([O:21][CH3:22])=[O:20])=[CH:12][CH:11]=2)=[O:9])=[CH:4][CH:3]=1>CO.[Pd]>[F:1][C:2]1[CH:24]=[CH:23][C:5]([CH2:6][CH2:7][CH:8]([C:10]2[CH:15]=[CH:14][C:13]([CH2:16][CH2:17][CH2:18][C:19]([O:21][CH3:22])=[O:20])=[CH:12][CH:11]=2)[OH:9])=[CH:4][CH:3]=1. Procedure details: To a solution of 2.72 g of methyl 4-[4-(4-fluorocinnamoyl)phenyl]butyrate in 28 ml of methanol, 140 mg of 5% palladium on carbon was added, and hydrogenation was carried out at an ordinary temperature and under ordinary pressure for 4 hours. The catalyst was filtered off and then the filtrate was concentrated under reduced pressure. The residue was purified by column chromatography on silica gel (methylene chloride→ethyl acetate) to yield 1.69 g of colorless oil.